This data is from the Open Reaction Database (ORD), a public repository of structured organic reaction records. The task is: describe an organic reaction: reactants, conditions, products, and yield Starting materials: CCO, [Na+], [OH-], CCOC(=O)C1Cc2cnc3cccc(n23)S1. Product: O=C(O)C1Cc2cnc3cccc(n23)S1. As a reaction SMILES: [CH3:20][CH2:21][OH:22].[Na+:19].[OH-:18].[n:1]1[cH:2][c:3]2[n:12]3[c:7]([cH:8][cH:9][cH:10][c:11]13)[S:6][CH:5]([C:13](=[O:14])[O:15][CH2:16][CH3:17])[CH2:4]2>>[n:1]1[cH:2][c:3]2[n:12]3[c:7]([cH:8][cH:9][cH:10][c:11]13)[S:6][CH:5]([C:13](=[O:14])[OH:15])[CH2:4]2. The reactants are FC1=CC=C(C=C1)C1=CC=NC2=C1CNCCO2 (6-(4-fluorophenyl)-2,3,4,5-tetrahydropyrido[3,2-f][1,4]oxazepine), Cl.C(C)N=C=NCCCN(C)C (1-ethyl-3-(3-dimethylaminopropyl)carbodiimide hydrochloride), ON1N=NC2=C1C=CC=C2 (1-hydroxy-1H-benzotriazole), C(C)(C)(C)OC(=O)NCC=1C=C(C(=O)O)C=CC1 (3-(tert-butoxycarbonylaminomethyl)benzoic acid). The solvent is C(C)#N (acetonitrile), C(C)N(CC)CC (triethylamine), C(C)(=O)OCC (Ethyl acetate). Reaction conditions: time 20 hour. Yields the product FC1=CC=C(C=C1)C1=CC=NC2=C1CN(CCO2)C(=O)C=2C=C(CNC(OC(C)(C)C)=O)C=CC2 (tert-butyl 3-{[6-(4-fluorophenyl)-2,3-dihydropyrido[3,2-f][1,4]oxazepin-4(5H)-yl]carbonyl}benzylcarbamate). Isolated yield 89.8%. RXN SMILES: [F:1][C:2]1[CH:7]=[CH:6][C:5]([C:8]2[C:13]3[CH2:14][NH:15][CH2:16][CH2:17][O:18][C:12]=3[N:11]=[CH:10][CH:9]=2)=[CH:4][CH:3]=1.ON1C2C=CC=CC=2N=N1.[C:29]([O:33][C:34]([NH:36][CH2:37][C:38]1[CH:39]=[C:40]([CH:44]=[CH:45][CH:46]=1)[C:41](O)=[O:42])=[O:35])([CH3:32])([CH3:31])[CH3:30].Cl.C(N=C=NCCCN(C)C)C>C(#N)C.C(OCC)(=O)C.C(N(CC)CC)C>[F:1][C:2]1[CH:3]=[CH:4][C:5]([C:8]2[C:13]3[CH2:14][N:15]([C:41]([C:40]4[CH:39]=[C:38]([CH:46]=[CH:45][CH:44]=4)[CH2:37][NH:36][C:34](=[O:35])[O:33][C:29]([CH3:31])([CH3:32])[CH3:30])=[O:42])[CH2:16][CH2:17][O:18][C:12]=3[N:11]=[CH:10][CH:9]=2)=[CH:6][CH:7]=1 |f:3.4|. Procedure details: To a solution of 6-(4-fluorophenyl)-2,3,4,5-tetrahydropyrido[3,2-f][1,4]oxazepine (0.20 g) obtained in Reference Example 13C, 1-hydroxy-1H-benzotriazole (0.15 g), triethylamine (0.083 g) and 3-(tert-butoxycarbonylaminomethyl)benzoic acid (0.205 g) in acetonitrile (10 ml) was added 1-ethyl-3-(3-dimethylaminopropyl)carbodiimide hydrochloride (0.314 g), and the mixture was stirred at room temperature for 20 hrs. Ethyl acetate was added to the reaction mixture, and the mixture was washed with water,... The reactants are CCCCBr, COc1cccc2c(Nc3ccc(C(=O)NC4CCN(Cc5ccccc5)CC4)cc3)c(C(=O)O)cnc12, CCCCN1CCC(N)CC1, C1CC2(CCN1)OCCO2, O. The product is CCCCN1CCC(NC(=O)c2cnc3c(OC)cccc3c2Nc2ccc(C(=O)NC3CCN(Cc4ccccc4)CC3)cc2)CC1. As a reaction SMILES: [Br:50][CH2:51][CH2:52][CH2:53][CH3:54].[CH3:1][O:2][c:3]1[cH:4][cH:5][cH:6][c:7]2[c:8]([NH:16][c:17]3[cH:18][cH:19][c:20]([C:23](=[O:24])[NH:25][CH:26]4[CH2:27][CH2:28][N:29]([CH2:32][c:33]5[cH:34][cH:35][cH:36][cH:37][cH:38]5)[CH2:30][CH2:31]4)[cH:21][cH:22]3)[c:9]([C:13](=[O:14])[OH:15])[cH:10][n:11][c:12]12.[NH2:39][CH:40]1[CH2:41][CH2:42][N:43]([CH2:46][CH2:47][CH2:48][CH3:49])[CH2:44][CH2:45]1.[O:55]1[C:56]2([CH2:57][CH2:58][NH:59][CH2:60][CH2:61]2)[O:62][CH2:63][CH2:64]1.[OH2:65]>>[CH3:1][O:2][c:3]1[cH:4][cH:5][cH:6][c:7]2[c:8]([NH:16][c:17]3[cH:18][cH:19][c:20]([C:23](=[O:24])[NH:25][CH:26]4[CH2:27][CH2:28][N:29]([CH2:32][c:33]5[cH:34][cH:35][cH:36][cH:37][cH:38]5)[CH2:30][CH2:31]4)[cH:21][cH:22]3)[c:9]([C:13](=[O:15])[NH:39][CH:40]3[CH2:41][CH2:42][N:43]([CH2:46][CH2:47][CH2:48][CH3:49])[CH2:44][CH2:45]3)[cH:10][n:11][c:12]12. Starting materials: BrB(Br)Br, ClC(Cl)Cl, COc1ccc2c3c1OC1C(=O)CCC4(F)C(C2)N(CC2CC2)CCC314, [NH4+], [OH-]. Yields the product O=C1CCC2(F)C3Cc4ccc(O)c5c4C2(CCN3CC2CC2)C1O5. As a reaction SMILES: [B:1]([Br:2])([Br:3])[Br:4].[CH:33]([Cl:34])([Cl:35])[Cl:36].[CH:5]1([CH2:8][N:9]2[CH:10]3[C:11]4([F:30])[CH2:12][CH2:13][C:14](=[O:29])[CH:15]5[C:16]4([c:17]4[c:18]([c:19]([O:24][CH3:25])[cH:20][cH:21][c:22]4[CH2:23]3)[O:26]5)[CH2:27][CH2:28]2)[CH2:6][CH2:7]1.[NH4+:31].[OH-:32]>>[CH:5]1([CH2:8][N:9]2[CH:10]3[C:11]4([F:30])[CH2:12][CH2:13][C:14](=[O:29])[CH:15]5[C:16]4([c:17]4[c:18]([c:19]([OH:24])[cH:20][cH:21][c:22]4[CH2:23]3)[O:26]5)[CH2:27][CH2:28]2)[CH2:6][CH2:7]1. Starting materials: CC(C)(C)S(=O)NC1CCc2c(Br)cccc21, CC#N, CO, Cl, C1COCCO1. Yields the product NC1CCc2c(Br)cccc21, Cl. As a reaction SMILES: [Br:1][c:2]1[c:3]2[c:7]([cH:8][cH:9][cH:10]1)[CH:6]([NH:11][S:12]([C:13]([CH3:14])([CH3:15])[CH3:16])=[O:17])[CH2:5][CH2:4]2.[CH3:19][C:20]#[N:21].[CH3:22][OH:23].[ClH:18].[O:24]1[CH2:25][CH2:26][O:27][CH2:28][CH2:29]1>>[Br:1][c:2]1[c:3]2[c:7]([cH:8][cH:9][cH:10]1)[CH:6]([NH2:11])[CH2:5][CH2:4]2.[ClH:18]. Starting materials: CCCOC(=O)CN1C(=O)CN=C(c2ccccc2Cl)c2cc([N+](=O)[O-])ccc21, ClCCl, O, S=P12SP3(=S)SP(=S)(S1)SP(=S)(S2)S3, c1ccncc1. Yields the product CCCOC(=O)CN1C(=S)CN=C(c2ccccc2Cl)c2cc([N+](=O)[O-])ccc21. Reaction SMILES: [CH2:1]([CH2:2][CH3:3])[O:4][C:5]([CH2:6][N:7]1[C:8](=[O:28])[CH2:9][N:10]=[C:11]([c:21]2[c:22]([Cl:27])[cH:23][cH:24][cH:25][cH:26]2)[c:12]2[c:13]1[cH:14][cH:15][c:16]([N+:18](=[O:19])[O-:20])[cH:17]2)=[O:29].[CH2:51]([Cl:52])[Cl:53].[OH2:50].[P:30]12(=[S:31])[S:32][P:33]3(=[S:43])[S:34][P:35](=[S:41])([S:36][P:37](=[S:40])([S:38]3)[S:39]1)[S:42]2.[cH:44]1[cH:45][cH:46][n:47][cH:48][cH:49]1>>[CH2:1]([CH2:2][CH3:3])[O:4][C:5]([CH2:6][N:7]1[C:8](=[S:31])[CH2:9][N:10]=[C:11]([c:21]2[c:22]([Cl:27])[cH:23][cH:24][cH:25][cH:26]2)[c:12]2[c:13]1[cH:14][cH:15][c:16]([N+:18](=[O:19])[O-:20])[cH:17]2)=[O:29]. Starting materials: COc1cc2c(cc1C(=O)O)oc1ccccc12, CN1CCCC1=O, [Cl-], CCCC1(CCC)c2ccccc2-c2cc(N)c(O)cc21, C1CCOC1, O=S(Cl)Cl, c1ccncc1. Yields the product CCCC1(CCC)c2ccccc2-c2cc(NC(=O)c3cc4oc5ccccc5c4cc3OC)c(O)cc21. As a reaction SMILES: [C:1](=[O:2])([OH:3])[c:4]1[c:5]([O:17][CH3:18])[cH:6][c:7]2[c:8]([o:9][c:10]3[c:11]2[cH:12][cH:13][cH:14][cH:15]3)[cH:16]1.[CH3:56][N:57]1[CH2:58][CH2:59][CH2:60][C:61]1=[O:62].[Cl-:50].[NH2:23][c:24]1[c:25]([OH:43])[cH:26][c:27]2[c:35]([cH:36]1)-[c:34]1[c:29]([cH:30][cH:31][cH:32][cH:33]1)[C:28]2([CH2:37][CH2:38][CH3:39])[CH2:40][CH2:41][CH3:42].[O:51]1[CH2:52][CH2:53][CH2:54][CH2:55]1.[S:19]([Cl:20])([Cl:21])=[O:22].[cH:44]1[cH:45][cH:46][n:47][cH:48][cH:49]1>>[C:1](=[O:3])([c:4]1[c:5]([O:17][CH3:18])[cH:6][c:7]2[c:8]([o:9][c:10]3[c:11]2[cH:12][cH:13][cH:14][cH:15]3)[cH:16]1)[NH:23][c:24]1[c:25]([OH:43])[cH:26][c:27]2[c:35]([cH:36]1)-[c:34]1[c:29]([cH:30][cH:31][cH:32][cH:33]1)[C:28]2([CH2:37][CH2:38][CH3:39])[CH2:40][CH2:41][CH3:42].